Dataset: the Open Reaction Database (ORD), a public repository of structured organic reaction records. Task: describe an organic reaction: reactants, conditions, products, and yield Reactants: FC=1C=C(C=CC1N1C(=NNC1=O)C[C@H]1CN(CC1)C(=O)OC(C)(C)C)C1=CC=C(C=C1)OC (1,1-dimethylethyl (3S)-3-({4-[3-fluoro-4′-(methyloxy)-4-biphenylyl]-5-oxo-4,5-dihydro-1H-1,2,4-triazol-3-yl}methyl)-1-pyrrolidinecarboxylate), [NH4+].[Cl-] (NH4Cl), CC(C(=O)Cl)(C)C (trimethylacetyl chloride), Cl (HCl), C(C)(C)N(C(C)C)CC (N,N-diisopropylethylamine). Run in ClCCl (Dichloromethane), ClCCl (dichloromethane), ClCCl (dichloromethane), O1CCOCC1 (dioxane). Conditions: time 2 hour. Product: CC(C(=O)N1C[C@@H](CC1)CC=1N(C(NN1)=O)C1=C(C=C(C=C1)C1=CC=C(C=C1)OC)F)(C)C (5-{[(3S)-1-(2,2-dimethylpropanoyl)-3-pyrrolidinyl]methyl}-4-[3-fluoro-4′-(methyloxy)-4-biphenylyl]-2,4-dihydro-3H-1,2,4-triazol-3-one). Reaction SMILES: [F:1][C:2]1[CH:3]=[C:4]([C:27]2[CH:32]=[CH:31][C:30]([O:33][CH3:34])=[CH:29][CH:28]=2)[CH:5]=[CH:6][C:7]=1[N:8]1[C:12](=[O:13])[NH:11][N:10]=[C:9]1[CH2:14][C@@H:15]1[CH2:19][CH2:18][N:17]([C:20]([O:22]C(C)(C)C)=O)[CH2:16]1.Cl.C(N(CC)C(C)C)(C)C.[CH3:45][C:46](C)([CH3:50])[C:47](Cl)=O.[NH4+].[Cl-]>O1CCOCC1.ClCCl>[CH3:45][C:46]([CH3:50])([CH3:47])[C:20]([N:17]1[CH2:18][CH2:19][C@@H:15]([CH2:14][C:9]2[N:8]([C:7]3[CH:6]=[CH:5][C:4]([C:27]4[CH:32]=[CH:31][C:30]([O:33][CH3:34])=[CH:29][CH:28]=4)=[CH:3][C:2]=3[F:1])[C:12](=[O:13])[NH:11][N:10]=2)[CH2:16]1)=[O:22] |f:4.5|. Procedure: Into a 8 mL screwcap vial was placed 1,1-dimethylethyl (3S)-3-({4-[3-fluoro-4′-(methyloxy)-4-biphenylyl]-5-oxo-4,5-dihydro-1H-1,2,4-triazol-3-yl}methyl)-1-pyrrolidinecarboxylate (0.162 mmol). Added to the vial was 4N HCl in dioxane (1 mL). The reaction was capped and stirred at room temperature for 2 h. The solution was concentrated in vacuo. Added to the vial were dichloromethane (1 mL) and N,N-diisopropylethylamine (0.573 mmol). In a separate vial, trimethylacetyl chloride (0.163 mmol) was tak... Reactants: ClC1(Cl)CC1CBr, CCOC(=O)CC#N, CCO. The product is CCOC(=O)C(C#N)CC1CC1(Cl)Cl. As a reaction SMILES: [Br:9][CH2:10][CH:11]1[C:12]([Cl:14])([Cl:15])[CH2:13]1.[C:1](#[N:2])[CH2:3][C:4](=[O:5])[O:6][CH2:7][CH3:8].[CH3:16][CH2:17][OH:18]>>[C:1](#[N:2])[CH:3]([C:4](=[O:5])[O:6][CH2:7][CH3:8])[CH2:10][CH:11]1[C:12]([Cl:14])([Cl:15])[CH2:13]1. Isolated yield 68.0%. As a reaction SMILES: [C:1]([C:3]1[CH:4]=[C:5]2[CH2:17][CH2:16][CH:15]([CH2:18][C:19]([OH:21])=O)[N:7]3[C:8](=[O:14])[C:9](=[O:13])[NH:10][C:11]([CH:12]=1)=[C:6]23)#[N:2].[NH2:22][C:23]1[CH:28]=[CH:27][CH:26]=[CH:25][CH:24]=1>>[C:1]([C:3]1[CH:4]=[C:5]2[CH2:17][CH2:16][CH:15]([CH2:18][C:19](=[O:21])[NH:22][C:23]3[CH:28]=[CH:27][CH:26]=[CH:25][CH:24]=3)[N:7]3[C:8](=[O:14])[C:9](=[O:13])[NH:10][C:11]([CH:12]=1)=[C:6]23)#[N:2]. The product is C(#N)C=1C=C2C=3N(C(C(NC3C1)=O)=O)C(CC2)CC(NC2=CC=CC=C2)=O (9-Cyano-5-phenylcarbamoylmethyl-6,7-dihydro-1H, 5H-pyrido[1,2,3-de]quinoxaline-2,3-dione). Procedure: A procedure similar to that described in Example 5 was carried out with 9-cyano-5-carboxymethyl-6,7-dihydro-1H, 5H-pyrido[1,2,3-de]quinoxaline-2,3-dione (70 mg, 0.245 mmol) and aniline (70 mg, 0.75 mmol) to give 60 mg of the title compound (68%): mp 171°~176° C. (dec); 1H NMR (270 MHz, DMSO-d6)δ12.22 (bs, 1H), 10.02 (s, 1H), 7.56 (d, 2H, J=7.8 Hz), 7.52 (s, 1H), 7.33 (s, 1H), 7.30 (t, 2H, J=7.8 Hz), 7.05 (t, 1H, J=7.8 Hz), 5.18~5.29 (m, 1H), 3.08 (ddd, 1H, J=17.1, 13.5, 4.5 Hz), 2.87 (dm, 1H, J=... The reactants are C(#N)C=1C=C2C=3N(C(C(NC3C1)=O)=O)C(CC2)CC(=O)O (9-cyano-5-carboxymethyl-6,7-dihydro-1H, 5H-pyrido[1,2,3-de]quinoxaline-2,3-dione), NC1=CC=CC=C1 (aniline). The reactants are C(C=1C(N)=CC=CC1)(=O)O (anthranilic acid), ClCCCBr (1-chloro-3-bromopropane), N1CCCCC1 (piperidine), C(CC)N (propylamine), C(C1=CC=C(C=C1)OC)=O (4-anisaldehyde). Product: C(CC)N1C(=NC2=CC=CC=C2C1=O)C1=CC=C(C=C1)OCCCN1CCCCC1 (3-Propyl-2-[4-(3-piperidin-1-ylpropoxy)phenyl]-4(3H)-quinazolinone). Reaction SMILES: [C:1]([OH:10])(=O)[C:2]1[C:3](=[CH:5][CH:6]=[CH:7][CH:8]=1)[NH2:4].[CH2:11]([NH2:14])[CH2:12][CH3:13].[CH:15](=O)[C:16]1[CH:21]=[CH:20][C:19]([O:22][CH3:23])=[CH:18][CH:17]=1.Cl[CH2:26][CH2:27][CH2:28]Br.[NH:30]1[CH2:35][CH2:34]C[CH2:32][CH2:31]1>>[CH2:11]([N:14]1[C:1](=[O:10])[C:2]2[C:3](=[CH:5][CH:6]=[CH:7][CH:8]=2)[N:4]=[C:15]1[C:16]1[CH:21]=[CH:20][C:19]([O:22][CH2:23][CH2:32][CH2:31][N:30]2[CH2:35][CH2:34][CH2:28][CH2:27][CH2:26]2)=[CH:18][CH:17]=1)[CH2:12][CH3:13]. Reported procedure: The entitled compound was obtained according to the method of Example 1 but starting from anthranilic acid, propylamine, 4-anisaldehyde, 1-chloro-3-bromopropane and piperidine.